From a dataset of the Open Reaction Database (ORD), a public repository of structured organic reaction records. describe an organic reaction: reactants, conditions, products, and yield Yields the product N1=C(C=CC=C1)CCCCCCC(=O)O (7-(2-Pyridyl)heptanoic acid). Reagents/catalysts: [C].[Pd] (palladium-carbon). The yield is 91.4%. RXN SMILES: [N:1]1[CH:6]=[CH:5][CH:4]=[CH:3][C:2]=1[CH:7]=[CH:8][CH2:9][CH2:10][CH2:11][CH2:12][C:13]([OH:15])=[O:14].C([O-])=O.[NH4+]>C(O)C.O.[C].[Pd]>[N:1]1[CH:6]=[CH:5][CH:4]=[CH:3][C:2]=1[CH2:7][CH2:8][CH2:9][CH2:10][CH2:11][CH2:12][C:13]([OH:15])=[O:14] |f:1.2,5.6|. Reported procedure: 7-(2-Pyridyl)-6-heptenoic acid (0.97 g, 4.7 mmol) was dissolved in ethanol (15 ml), and 10% palladium-carbon (0.16 g) and a solution of ammonium formate (1.7 g, 27.0 mmol) in water (2 ml) were added thereto. The reaction mixture was refluxed for 2 hrs. Palladium-carbon was filtered off. The reaction mixture was combined with water, concentrated under reduced pressure to the half amount and extracted with ethyl acetate. The organic layer was washed with saturated brine and dried over magnesium su... Solvent: C(C)O (ethanol), O (water). Starting materials: N1=C(C=CC=C1)C=CCCCCC(=O)O (7-(2-Pyridyl)-6-heptenoic acid), C(=O)[O-].[NH4+] (ammonium formate). Reaction SMILES: [CH3:1][C:2]1[CH:3]=[CH:4][C:5]([N+:9]([O-:11])=[O:10])=[C:6]([OH:8])[CH:7]=1.I[CH:13]([CH3:15])[CH3:14].C(=O)([O-])[O-].[K+].[K+]>C(#N)C>[CH3:1][C:2]1[CH:3]=[CH:4][C:5]([N+:9]([O-:11])=[O:10])=[C:6]([O:8][CH:13]([CH3:15])[CH3:14])[CH:7]=1 |f:2.3.4|. Run in C(C)#N (acetonitrile). Product: CC=1C=CC(=C(C1)OC(C)C)[N+](=O)[O-] (5-methyl-1-(1-methylethoxy)-2-nitrobenzene). The reactants are CC=1C=CC(=C(C1)O)[N+](=O)[O-] (5-methyl-2-nitrophenol), IC(C)C (2-iodopropane), C([O-])([O-])=O.[K+].[K+] (potassium carbonate). The yield is 64.0%. Procedure details: A mixture of 23 g (150 mmol) of 5-methyl-2-nitrophenol 28.1 g (1.1×150 mmol) of 2-iodopropane and 22.8 g (1.1×150 mmol) of anhydrous potassium carbonate in 150 ml of acetonitrile is stirred and refluxed for 18 hours overnight. The solids were removed, the solvent evaporated and the residue is taken up in diethyl ether and the solution washed with 50 ml of 2N potassium hydroxide (2X), brine, dried (magnesium sulfate), and evaporated to an oil. Distillation gives 18.6 g (64%) of 5-methyl-1-(1-meth... The reactants are C1(=CN2CCCC3=CC=CC1=C23)C=2C(NC(C2C2=CN(C3=CC=CC=C23)CCCCO)=O)=O (3-(5,6-dihydro-4H-pyrrolo[3,2,1-ij]quinolin-1-yl)-4-[1-(4-hydroxybutyl)-1H-indol-3-yl]pyrrole-2,5-dione), C1(=CC=CC=C1)P(C1=CC=CC=C1)C1=CC=CC=C1 (triphenylphosphine), C(Br)(Br)(Br)Br (carbon tetrabromide). Solvent: ClCCl (dichloromethane). Reaction conditions: time 3 hour. Product: BrCCCCN1C=C(C2=CC=CC=C12)C=1C(NC(C1C1=CN2CCCC3=CC=CC1=C23)=O)=O (3-[1-(4-Bromobutyl)-1H-indol-3-yl]-4-[5,6-dihydro-4H-pyrrolo[3,2,1-ij]quinolin-1-yl]pyrrole-2,5-dione). The yield is 80.4%. RXN SMILES: [C:1]1([C:13]2[C:14](=[O:33])[NH:15][C:16](=[O:32])[C:17]=2[C:18]2[C:26]3[C:21](=[CH:22][CH:23]=[CH:24][CH:25]=3)[N:20]([CH2:27][CH2:28][CH2:29][CH2:30]O)[CH:19]=2)[C:11]2=[C:12]3[C:7](=[CH:8][CH:9]=[CH:10]2)[CH2:6][CH2:5][CH2:4][N:3]3[CH:2]=1.C1(P(C2C=CC=CC=2)C2C=CC=CC=2)C=CC=CC=1.C(Br)(Br)(Br)[Br:54]>ClCCl>[Br:54][CH2:30][CH2:29][CH2:28][CH2:27][N:20]1[C:21]2[C:26](=[CH:25][CH:24]=[CH:23][CH:22]=2)[C:18]([C:17]2[C:16](=[O:32])[NH:15][C:14](=[O:33])[C:13]=2[C:1]2[C:11]3=[C:12]4[C:7](=[CH:8][CH:9]=[CH:10]3)[CH2:6][CH2:5][CH2:4][N:3]4[CH:2]=2)=[CH:19]1. Reported procedure: A solution of 3-(5,6-dihydro-4H-pyrrolo[3,2,1-ij]quinolin-1-yl)-4-[1-(4-hydroxybutyl)-1H-indol-3-yl]pyrrole-2,5-dione (0.11 g, 0.25 mmol) and triphenylphosphine (0.08 g, 0.31 mmol) in dichloromethane (3 mL) was treated with carbon tetrabromide (0.095 g, 0.286 mmol) and stirred for 3 hours. The reaction mixture was then concentrated under reduced pressure and the residue subjected to silica gel chromatography, eluting with 2% methanol in dichloromethane. Fractions containing product were combined... The reactants are P(O)(O)(O)=O (phosphoric acid), [Sn](Cl)(Cl)(Cl)Cl.O.O.O.O.O (SnCl4.5H2O), [OH-].[Na+] (NaOH). Run in O (water). Yields the product P(=O)([O-])([O-])[O-].[Sn+4].P(=O)([O-])([O-])[O-].P(=O)([O-])([O-])[O-].P(=O)([O-])([O-])[O-].[Sn+4].[Sn+4] (Tin Phosphate). RXN SMILES: [Sn:1](Cl)(Cl)(Cl)Cl.O.O.O.O.O.[P:11](=[O:15])([OH:14])([OH:13])[OH:12].[OH-].[Na+]>O>[P:11]([O-:15])([O-:14])([O-:13])=[O:12].[Sn+4:1].[P:11]([O-:15])([O-:14])([O-:13])=[O:12].[P:11]([O-:15])([O-:14])([O-:13])=[O:12].[P:11]([O-:15])([O-:14])([O-:13])=[O:12].[Sn+4:1].[Sn+4:1] |f:0.1.2.3.4.5,7.8,10.11.12.13.14.15.16|. Procedure: 35 g of SnCl4.5H2O was dissolved in 250 ml of water and added to 250 ml of 3 M phosphoric acid with stirring. Then 0.8 M NaOH was added until a precipitate formed. The mixture was boiled and the precipitate which formed was filtered off and added to 500 ml of 6 M phosphoric acid and refluxed for 24 hours. The solid was filtered off, washed several times with distilled water and air dried overnight. The product was essentially amorphous showing only a few indistinct peaks when exposed to x-radiat... The reactants are CS(=O)(=O)c1cccc(N)c1, O=[N+]([O-])c1ccc(F)cc1F. Product: CS(=O)(=O)c1cccc(Nc2cc(F)ccc2[N+](=O)[O-])c1. Reaction SMILES: [CH3:12][S:13](=[O:14])(=[O:15])[c:16]1[cH:17][c:18]([NH2:19])[cH:20][cH:21][cH:22]1.[F:1][c:2]1[c:3]([N+:9](=[O:10])[O-:11])[cH:4][cH:5][c:6]([F:8])[cH:7]1>>[c:2]1([NH:19][c:18]2[cH:17][c:16]([S:13]([CH3:12])(=[O:14])=[O:15])[cH:22][cH:21][cH:20]2)[c:3]([N+:9](=[O:10])[O-:11])[cH:4][cH:5][c:6]([F:8])[cH:7]1. Reactants: NC(CCC)CCCCCCCCC(CCC)N (4,13-Diaminohexadecane), C(CC)C1N=NC(CC=CCCC=CC1)CCC (3,12-dipropyl-1,2-diaza-1,5,9-cyclododecatriene), C(C)(C)C1N=NC(CC=CCCC=CC1)C(C)C (3,12-diisopropyl-1,2-diaza-1,5,9-cyclododecatriene). The product is NC(C(C)C)CCCCCCCCC(C(C)C)N (3,12-diamino-2,13-dimethyltetradecane). Isolated yield 92.8%. Reaction SMILES: NC(CCCCCCCCC(N)CCC)CCC.C(C1CC=CCCC=CCC(CCC)N=N1)CC.[CH:37]([CH:40]1[CH2:51][CH:50]=[CH:49][CH2:48][CH2:47][CH:46]=[CH:45][CH2:44][CH:43]([CH:52]([CH3:54])[CH3:53])[N:42]=[N:41]1)([CH3:39])[CH3:38]>>[NH2:41][CH:40]([CH2:51][CH2:50][CH2:49][CH2:48][CH2:47][CH2:46][CH2:45][CH2:44][CH:43]([NH2:42])[CH:52]([CH3:54])[CH3:53])[CH:37]([CH3:39])[CH3:38]. Procedure: If there are used in the manner described under (a), intead of 942 g (3.79 mols) of 3,12-dipropyl-1,2-diaza-1,5,9-cyclododecatriene, 250 g (1 mol) of 3,12-diisopropyl-1,2-diaza-1,5,9-cyclododecatriene (diastereoisomeric mixture) and correspondingly reduced amounts of catalyst and solvent, with the procedure otherwise being the same, there is obtained, as the main fraction, 238 g (92% of theory) of 3,12-diamino-2,13-dimethyltetradecane as colourless oil [b.p. 106°-109° C./0.01 Torr; nD20 =1.4600;... Reactants: aqueous solution, [OH-].[Na+] (sodium hydroxide), NC1=CC(=C(C=C1F)O)F (4-amino-2,5-difluorophenol), CC(C)([O-])C.[K+] (potassium tert-butoxide), ClC1=CC(=NC=C1)CC(=O)N (4-chloropyridine-2-carboxyamide). The solvent is CS(=O)C (dimethyl sulfoxide). Conditions: time 25 minute. The product is NC1=CC(=C(OC2=CC(=NC=C2)CC(=O)N)C=C1F)F (4-(4-Amino-2,5-difluorophenoxy)pyridine-2-carboxyamide). Yield: 76.5%. As a reaction SMILES: [NH2:1][C:2]1[C:7]([F:8])=[CH:6][C:5]([OH:9])=[C:4]([F:10])[CH:3]=1.CC(C)([O-])C.[K+].Cl[C:18]1[CH:23]=[CH:22][N:21]=[C:20]([CH2:24][C:25]([NH2:27])=[O:26])[CH:19]=1.[OH-].[Na+]>CS(C)=O>[NH2:1][C:2]1[C:7]([F:8])=[CH:6][C:5]([O:9][C:18]2[CH:23]=[CH:22][N:21]=[C:20]([CH2:24][C:25]([NH2:27])=[O:26])[CH:19]=2)=[C:4]([F:10])[CH:3]=1 |f:1.2,4.5|. Procedure: After dissolving 4-amino-2,5-difluorophenol (4.95 g) in dimethyl sulfoxide (50 ml) under a nitrogen stream, potassium tert-butoxide (4.05 g) was added at room temperature and the mixture was stirred for 25 minutes. After adding 4-chloropyridine-2-carboxyamide (2.70 g) to the mixture, stirring was continued at 80° C. for 2.5 hours. After cooling the reaction mixture to room temperature, a 1N aqueous solution of sodium hydroxide (74.25 ml) was added and stirring was continued for 10 hours. The pre...